This data is from the Open Reaction Database (ORD), a public repository of structured organic reaction records. The task is: describe an organic reaction: reactants, conditions, products, and yield Reactants: ClC(=O)C1=CC=C(C=CC(=O)OCC)C=C1 (ethyl 4-chloroformylcinnamate), BrC1=CC=C(C=C)C=C1 (4-bromostyrene), C(C1=CC=CC=C1)N(C)C (N-benzyldimethylamine). The reagents and catalysts are C(C)(=O)[O-].[Pd+2].C(C)(=O)[O-] (palladium acetate). Run in CC=1C=CC(=CC1)C (p-xylene). Conditions: temperature 130 celsius, time 1.5 hour. Yields the product BrC1=CC=C(C=C1)C=CC1=CC=C(C=C1)C=CC(=O)OCC (ethyl 4-bromostilbene-4'-acrylate). Isolated yield 10.2%. Reaction SMILES: Cl[C:2]([C:4]1[CH:16]=[CH:15][C:7]([CH:8]=[CH:9][C:10]([O:12][CH2:13][CH3:14])=[O:11])=[CH:6][CH:5]=1)=O.[Br:17][C:18]1[CH:25]=[CH:24][C:21]([CH:22]=C)=[CH:20][CH:19]=1.C(N(C)C)C1C=CC=CC=1>C([O-])(=O)C.[Pd+2].C([O-])(=O)C.CC1C=CC(C)=CC=1>[Br:17][C:18]1[CH:25]=[CH:24][C:21]([CH:22]=[CH:2][C:4]2[CH:16]=[CH:15][C:7]([CH:8]=[CH:9][C:10]([O:12][CH2:13][CH3:14])=[O:11])=[CH:6][CH:5]=2)=[CH:20][CH:19]=1 |f:3.4.5|. Procedure: 4.77 g (20 mmols) of ethyl 4-chloroformylcinnamate, 4.04 g (20 mmols) of 4-bromostyrene, 2.72 g (20 mmols) of N-benzyldimethylamine and 0.0448 g (0.2 mmol) of palladium acetate are added under argon to 50 ml of p-xylene, and the reaction mixture is stirred at 130° C. for 1.5 hours. The product which has been precipitated is filtered off at room temperature and is then recrystallised from methanol. 0.73 g (10% of theory) of ethyl 4-bromostilbene-4'-acrylate is obtained in the form of yellow cryst...